From a dataset of the Open Reaction Database (ORD), a public repository of structured organic reaction records. describe an organic reaction: reactants, conditions, products, and yield Reactants: OC1=C(C(N(C(N1C1=CC=CC=C1)=O)CC1=CC=CC=C1)=O)C(=O)NCC(=O)O (N-{[6-Hydroxy-2,4-dioxo-1-phenyl-3-(phenylmethyl)-1,2,3,4-tetrahydro-5-pyrimidinyl]carbonyl}glycine), Cl (hydrochloric acid), OC1=C(C(N(C(N1C1=C(C=CC=C1)[N+](=O)[O-])=O)CC1=CC=CC=C1)=O)C(=O)OCC (ethyl 6-hydroxy-1-(2-nitrophenyl)-2,4-dioxo-3-(phenylmethyl)-1,2,3,4-tetrahydro-5-pyrimidinecarboxylate), C1CCC2=NCCCN2CC1 (DBU), NCC(=O)O (glycine). The solvent is C(C)O (ethanol). Reaction conditions: temperature 170 celsius. Yields the product OC1=C(C(N(C(N1C1=C(C=CC=C1)[N+](=O)[O-])=O)CC1=CC=CC=C1)=O)C(=O)NCC(=O)O (N-{[6-Hydroxy-1-(2-nitrophenyl)-2,4-dioxo-3-(phenylmethyl)-1,2,3,4-tetrahydro-5-pyrimidinyl]carbonyl}glycine). RXN SMILES: [OH:1][C:2]1[N:7]([C:8]2[CH:13]=[CH:12][CH:11]=[CH:10][CH:9]=2)[C:6](=[O:14])[N:5]([CH2:15][C:16]2[CH:21]=[CH:20][CH:19]=[CH:18][CH:17]=2)[C:4](=[O:22])[C:3]=1[C:23]([NH:25][CH2:26][C:27]([OH:29])=[O:28])=[O:24].OC1N(C2C=CC=CC=2[N+:43]([O-:45])=[O:44])C(=O)N(CC2C=CC=CC=2)C(=O)C=1C(OCC)=O.C1CCN2C(=NCCC2)CC1.NCC(O)=O.Cl>C(O)C>[OH:1][C:2]1[N:7]([C:8]2[CH:9]=[CH:10][CH:11]=[CH:12][C:13]=2[N+:43]([O-:45])=[O:44])[C:6](=[O:14])[N:5]([CH2:15][C:16]2[CH:21]=[CH:20][CH:19]=[CH:18][CH:17]=2)[C:4](=[O:22])[C:3]=1[C:23]([NH:25][CH2:26][C:27]([OH:29])=[O:28])=[O:24]. Procedure details: N-{[6-Hydroxy-2,4-dioxo-1-phenyl-3-(phenylmethyl)-1,2,3,4-tetrahydro-5-pyrimidinyl]carbonyl}glycine. A mixture of ethyl 6-hydroxy-1-(2-nitrophenyl)-2,4-dioxo-3-(phenylmethyl)-1,2,3,4-tetrahydro-5-pyrimidinecarboxylate (59 mg, 0.14 mmoles), DBU (80 mg, 0.52 mmoles) and glycine (40 mg, 0.53 mmoles) in ethanol (3 mL) was sealed in a flask and heated in a microwave reactor at 170° C. for 1 hour. The reaction mixture was poured into 1 molar hydrochloric acid and extracted with dichloromethane (×2) an...